From a dataset of the Open Reaction Database (ORD), a public repository of structured organic reaction records. describe an organic reaction: reactants, conditions, products, and yield The reactants are C1NCCCN2C1CC=1C=CC=CC21 (2,3,4,5,11,11a-hexahydro-1H-1,4-diazepino-[1,2-a]indole), tert.-butylate, C(C)Br (ethyl bromide), O (water). The solvent is CN(C)C=O (DMF). Conditions: time 10 hour. The product is C(C)N1CC2N(C=3C=CC=CC3C2)CCC1 (2-ethyl-2,3,4,5,11,11a-hexahydro-1H-1,4-diazepino[1,2-a]indole). Reaction SMILES: [CH2:1]1[CH:7]2[CH2:8][C:9]3[CH:10]=[CH:11][CH:12]=[CH:13][C:14]=3[N:6]2[CH2:5][CH2:4][CH2:3][NH:2]1.[CH2:15](Br)[CH3:16].O>CN(C=O)C>[CH2:15]([N:2]1[CH2:3][CH2:4][CH2:5][N:6]2[C:14]3[CH:13]=[CH:12][CH:11]=[CH:10][C:9]=3[CH2:8][CH:7]2[CH2:1]1)[CH3:16]. Reported procedure: 1.88 g of 2,3,4,5,11,11a-hexahydro-1H-1,4-diazepino-[1,2-a]indole in 20 ml of DMF are stirred for one hour at 20° with 1.48 g of K tert.-butylate, 1.1 g of ethyl bromide are added and the solution is stirred for a further 10 hours. 200 ml of water are then added and the mixture is extracted several times with ethyl acetate. After drying and evaporating the organic phase, 2-ethyl-2,3,4,5,11,11a-hexahydro-1H-1,4-diazepino[1,2-a]indole is obtained. Hydrochloride, m.p. 204°.